From a dataset of the Open Reaction Database (ORD), a public repository of structured organic reaction records. describe an organic reaction: reactants, conditions, products, and yield Reactants: water ice, FC=1C=C2C(C(=CN(C2=CC1N1C=CC=C1)NC=O)C(=O)OCC)=O (ethyl 6-fluoro-7-(pyrrol-1-yl)-1-formylamino-4-oxo-1,4-dihydroquinoline-3-carboxylate), C([O-])([O-])=O.[K+].[K+] (potassium carbonate), C(C)I (ethyl iodide). Solvent: CN(C=O)C (dimethylformamide). Conditions: time 3 hour. Product: FC=1C=C2C(C(=CN(C2=CC1N1C=CC=C1)NC(C)C=O)C(=O)OCC)=O (ethyl 6-fluoro-7-(pyrrol-1-yl)-1-formylethylamino-4-oxo-1,4-dihydroquinoline-3-carboxylate). The yield is 37.7%. Reaction SMILES: [F:1][C:2]1[CH:3]=[C:4]2[C:9](=[CH:10][C:11]=1[N:12]1[CH:16]=[CH:15][CH:14]=[CH:13]1)[N:8]([NH:17][CH:18]=O)[CH:7]=[C:6]([C:20]([O:22][CH2:23][CH3:24])=[O:21])[C:5]2=[O:25].[C:26](=[O:29])([O-])[O-].[K+].[K+].[CH2:32](I)C>CN(C)C=O>[F:1][C:2]1[CH:3]=[C:4]2[C:9](=[CH:10][C:11]=1[N:12]1[CH:16]=[CH:15][CH:14]=[CH:13]1)[N:8]([NH:17][CH:18]([CH:26]=[O:29])[CH3:32])[CH:7]=[C:6]([C:20]([O:22][CH2:23][CH3:24])=[O:21])[C:5]2=[O:25] |f:1.2.3|. Reported procedure: A mixture of 1.5 g (0.005 mol) of ethyl 6-fluoro-7-(pyrrol-1-yl)-1-formylamino-4-oxo-1,4-dihydroquinoline-3-carboxylate and 1.3 g (0.01 mol) of potassium carbonate in 10 ml of dimethylformamide is stirred for 3 hours at room temperature, 2.35 g (0.015 mol) of ethyl iodide are then added and the mixture is kept for 4 hours at room temperature. It is poured into a water/ice mixture, the precipitate obtained is filtered off, washed with water and extracted with chloroform, the extract is washed wit... The reactants are FC(C(=O)O)(F)F (trifluoroacetic acid), C(C)(C)N(CC)C(C)C (diisopropylethylamine), CC(C)(OC(=O)N[C@@H](CC(=O)O)CC1=C(C=CC(=C1)F)F)C ((3R)-3-[(1,1-dimethylethoxycarbonyl)amino]4-(2,5-difluorophenyl)butanoic acid), amine, C(C)N=C=NCCCN(C)C (ethyl dimethylaminopropylcarbodiimide), OC1=CC=CC=2NN=NC21 (hydroxybenzotriazole). Run in ClCCl (dichloromethane), ClCCl (dichloromethane). Conditions: time 3 day. Yields the product N[C@@H](CC(=O)N1CC=2N=C(N=C(C2CC1)O)C(F)(F)F)CC1=C(C=CC(=C1)F)F (7-[(3R)-3-Amino-4-(2,5-difluorophenyl)butanoyl]-2-(trifluoromethyl)-5,6,7,8-tetrahydropyrido[3,4-d]pyrimidin-4-ol). As a reaction SMILES: CC(C)(OC([NH:7][C@H:8]([CH2:13][C:14]1[CH:19]=[C:18]([F:20])[CH:17]=[CH:16][C:15]=1[F:21])[CH2:9][C:10]([OH:12])=O)=O)C.[CH2:23]([N:25]=[C:26]=[N:27][CH2:28][CH2:29][CH2:30]N(C)C)[CH3:24].[OH:34]C1C2N=NNC=2C=CC=1.C([N:47]([CH:50](C)C)CC)(C)C.[F:53][C:54]([F:59])([F:58])C(O)=O>ClCCl>[NH2:7][C@H:8]([CH2:13][C:14]1[CH:19]=[C:18]([F:20])[CH:17]=[CH:16][C:15]=1[F:21])[CH2:9][C:10]([N:47]1[CH2:50][CH2:30][C:29]2[C:28]([OH:34])=[N:27][C:26]([C:54]([F:59])([F:58])[F:53])=[N:25][C:23]=2[CH2:24]1)=[O:12]. Reported procedure: A suspension of 30 mg (0.10 mmol) of (3R)-3-[(1,1-dimethylethoxycarbonyl)amino]4-(2,5-difluorophenyl)butanoic acid, 34 mg (0.12 mmol) of amine from Step B, 25 mg (0.12 mmol) of ethyl dimethylaminopropylcarbodiimide (EDC), and 18 mg (0.12 mmol) of hydroxybenzotriazole (HOBt) in 1.0 mL of dichloromethane was treated with 0.050 mL of diisopropylethylamine. The reaction mixture was sonicated for 5 min, then shaken for 3 days at ambient temperature. The mixture was diluted with 1 mL of dichloromethan... Reactants: O=C=O, [Li]CCCC, C1CCOC1, COCc1cccc2c1Cc1ccccc1-2, CCOC(C)=O, O. The product is COCc1cccc2c1C(C(=O)O)c1ccccc1-2. Reaction SMILES: [C:22](=[O:23])=[O:24].[CH2:17]([Li:18])[CH2:19][CH2:20][CH3:21].[CH2:25]1[O:26][CH2:27][CH2:28][CH2:29]1.[CH3:1][O:2][CH2:3][c:4]1[cH:5][cH:6][cH:7][c:8]2[c:16]1[CH2:15][c:14]1[c:9]-2[cH:10][cH:11][cH:12][cH:13]1.[CH3:31][CH2:32][O:33][C:34](=[O:35])[CH3:36].[OH2:30]>>[CH3:1][O:2][CH2:3][c:4]1[cH:5][cH:6][cH:7][c:8]2[c:16]1[CH:15]([C:22](=[O:23])[OH:24])[c:14]1[c:9]-2[cH:10][cH:11][cH:12][cH:13]1. Reactants: [Br-], CCOC(C)=O, COCC(=O)C#C[Si](C)(C)C, [Mg+]C1CC1. Product: COCC(O)(C#C[Si](C)(C)C)C1CC1. RXN SMILES: [Br-:1].[CH3:17][CH2:18][O:19][C:20](=[O:21])[CH3:22].[CH3:6][O:7][CH2:8][C:9]([C:10]#[C:11][Si:12]([CH3:13])([CH3:14])[CH3:15])=[O:16].[CH:2]1([Mg+:5])[CH2:3][CH2:4]1>>[CH:2]1([C:9]([CH2:8][O:7][CH3:6])([C:10]#[C:11][Si:12]([CH3:13])([CH3:14])[CH3:15])[OH:16])[CH2:3][CH2:4]1. The reactants are ClC1=C(C(=CC=C1F)OC)[C@@H](C)C1=CNC2=NC=C(C=C21)C=2C=NN(C2C)C2CCC(CC2)=O (4-(4-{3-[(1S)-1-(2-chloro-3-fluoro-6-methoxyphenyl)ethyl]-1H-pyrrolo[2,3-b]pyridin-5-yl}-5-methyl-1H-pyrazol-1-yl)cyclohexanone), N1(CCNCC1)C(=O)OC(C)(C)C (tert-butyl 1-piperazinecarboxylate), C(C)(=O)O[BH-](OC(C)=O)OC(C)=O.[Na+] (sodium triacetoxyborohydride), ClCCCl (1,2-dichloroethane), O1CCOCC1 (1,4-dioxane), Cl (HCl), O1CCOCC1 (1,4-dioxane). Run at temperature 60 celsius, time 4 hour. The product is ClC1=C(C(=CC=C1F)OC)[C@@H](C)C1=CNC2=NC=C(C=C21)C=2C=NN(C2C)[C@@H]2CC[C@@H](CC2)N2CCNCC2 (3-[(1S)-1-(2-Chloro-3-fluoro-6-methoxyphenyl)ethyl]-5-{5-methyl-1-[cis-4-(piperazin-1-yl)cyclohexyl]-1H-pyrazol-4-yl}-1H-pyrrolo[2,3-b]pyridine). As a reaction SMILES: [Cl:1][C:2]1[C:7]([F:8])=[CH:6][CH:5]=[C:4]([O:9][CH3:10])[C:3]=1[C@H:11]([C:13]1[C:21]2[C:16](=[N:17][CH:18]=[C:19]([C:22]3[CH:23]=[N:24][N:25]([CH:28]4[CH2:33][CH2:32][C:31](=O)[CH2:30][CH2:29]4)[C:26]=3[CH3:27])[CH:20]=2)[NH:15][CH:14]=1)[CH3:12].[N:35]1(C(OC(C)(C)C)=O)[CH2:40][CH2:39][NH:38][CH2:37][CH2:36]1.C(O[BH-](OC(=O)C)OC(=O)C)(=O)C.[Na+].ClCCCl.O1CCOCC1.Cl>>[Cl:1][C:2]1[C:7]([F:8])=[CH:6][CH:5]=[C:4]([O:9][CH3:10])[C:3]=1[C@H:11]([C:13]1[C:21]2[C:16](=[N:17][CH:18]=[C:19]([C:22]3[CH:23]=[N:24][N:25]([C@H:28]4[CH2:33][CH2:32][C@@H:31]([N:35]5[CH2:40][CH2:39][NH:38][CH2:37][CH2:36]5)[CH2:30][CH2:29]4)[C:26]=3[CH3:27])[CH:20]=2)[NH:15][CH:14]=1)[CH3:12] |f:2.3|. Procedure: A mixture of 4-(4-{3-[(1S)-1-(2-chloro-3-fluoro-6-methoxyphenyl)ethyl]-1H-pyrrolo[2,3-b]pyridin-5-yl}-5-methyl-1H-pyrazol-1-yl)cyclohexanone (12.0 mg, 0.0250 mmol), tert-butyl 1-piperazinecarboxylate (46.47 mg, 0.2495 mmol), sodium triacetoxyborohydride (10.58 mg, 0.04990 mmol) and 1,2-dichloroethane (3 mL, 40 mmol) was heated to 60° C. in a sealed tube for 1 h. The solution was extracted with DCM and sat. NaHCO3, and the organic layer was concentrated in vacuo. The material was dissolved in 1,4...